This data is from the Open Reaction Database (ORD), a public repository of structured organic reaction records. The task is: describe an organic reaction: reactants, conditions, products, and yield Starting materials: CCBr, COc1ccc([N+](=O)[O-])cc1O, CCOC(C)=O, [K+], [K+], O=C([O-])[O-], CN(C)C=O. The product is CCOc1cc([N+](=O)[O-])ccc1OC. Reaction SMILES: [CH2:19]([CH3:20])[Br:21].[CH3:1][O:2][c:3]1[c:4]([OH:12])[cH:5][c:6]([N+:9](=[O:10])[O-:11])[cH:7][cH:8]1.[CH3:27][CH2:28][O:29][C:30]([CH3:31])=[O:32].[K+:13].[K+:14].[O-:15][C:16]([O-:17])=[O:18].[O:22]=[CH:23][N:24]([CH3:25])[CH3:26]>>[CH3:1][O:2][c:3]1[c:4]([O:12][CH2:19][CH3:20])[cH:5][c:6]([N+:9](=[O:10])[O-:11])[cH:7][cH:8]1.